From a dataset of the Open Reaction Database (ORD), a public repository of structured organic reaction records. describe an organic reaction: reactants, conditions, products, and yield As a reaction SMILES: [Br:1][C:2]1[N:3]=[C:4]2[C:10]([C:11]([O:13]C)=[O:12])=[CH:9][N:8](COC(=O)C(C)(C)C)[C:5]2=[N:6][CH:7]=1.[OH-].[K+]>O.O1CCOCC1>[Br:1][C:2]1[N:3]=[C:4]2[C:10]([C:11]([OH:13])=[O:12])=[CH:9][NH:8][C:5]2=[N:6][CH:7]=1 |f:1.2|. The product is BrC=1N=C2C(=NC1)NC=C2C(=O)O (2-bromo-5H-pyrrolo[2,3-b]pyrazine-7-carboxylic acid). Procedure details: A mixture of methyl 2-bromo-5-(pivaloyloxymethyl)-5H-pyrrolo[2,3-b]pyrazine-7-carboxylate (370 mg, 1 mmol), potassium hydroxide (280 mg, 5 mmol) in 2.5 mL of water and 5 mL of 1,4-dioxane was heated to reflux for 90 mins. The reaction mixture was cooled to room temperature, solvent evaporated, residue acidified with 1N HCl, filtered and dried to give 2-bromo-5H-pyrrolo[2,3-b]pyrazine-7-carboxylic acid as a brown solid (320 mg, crude), material used in the next step without further purification. ... Solvent: O (water), O1CCOCC1 (1,4-dioxane). Starting materials: BrC=1N=C2C(=NC1)N(C=C2C(=O)OC)COC(C(C)(C)C)=O (methyl 2-bromo-5-(pivaloyloxymethyl)-5H-pyrrolo[2,3-b]pyrazine-7-carboxylate), [OH-].[K+] (potassium hydroxide).